Dataset: the Open Reaction Database (ORD), a public repository of structured organic reaction records. Task: describe an organic reaction: reactants, conditions, products, and yield The reactants are CCO, O=C1c2ccccc2C(=O)N1Cc1cc(Oc2ccc3nc(NCC4CCCCC4)oc3c2)ccn1, NN, O. The product is NCc1cc(Oc2ccc3nc(NCC4CCCCC4)oc3c2)ccn1. Reaction SMILES: [CH3:40][CH2:41][OH:42].[CH:1]1([CH2:7][NH:8][c:9]2[o:10][c:11]3[c:12]([n:13]2)[cH:14][cH:15][c:16]([O:18][c:19]2[cH:20][c:21]([CH2:25][N:26]4[C:27](=[O:28])[c:29]5[c:30]([cH:31][cH:32][cH:33][cH:34]5)[C:35]4=[O:36])[n:22][cH:23][cH:24]2)[cH:17]3)[CH2:2][CH2:3][CH2:4][CH2:5][CH2:6]1.[NH2:38][NH2:39].[OH2:37]>>[CH:1]1([CH2:7][NH:8][c:9]2[o:10][c:11]3[c:12]([n:13]2)[cH:14][cH:15][c:16]([O:18][c:19]2[cH:20][c:21]([CH2:25][NH2:26])[n:22][cH:23][cH:24]2)[cH:17]3)[CH2:2][CH2:3][CH2:4][CH2:5][CH2:6]1.